From a dataset of the Open Reaction Database (ORD), a public repository of structured organic reaction records. describe an organic reaction: reactants, conditions, products, and yield Reactants: BrBr, C1COCCO1, CCOC(C)=O, Clc1nc(Cl)c2cc[nH]c2n1, [Na+], [Na+], O=S([O-])[O-]. The product is Clc1nc(Cl)c2c(Br)c[nH]c2n1. Reaction SMILES: [Br:12][Br:13].[CH2:26]1[O:27][CH2:28][CH2:29][O:30][CH2:31]1.[CH3:14][CH2:15][O:16][C:17]([CH3:18])=[O:19].[Cl:1][c:2]1[n:3][c:4]([Cl:11])[c:5]2[c:6]([n:7]1)[nH:8][cH:9][cH:10]2.[Na+:24].[Na+:25].[S:20]([O-:21])([O-:22])=[O:23]>>[Cl:1][c:2]1[n:3][c:4]([Cl:11])[c:5]2[c:6]([n:7]1)[nH:8][cH:9][c:10]2[Br:12]. Reactants: C([O-])([O-])=O.[Na+].[Na+] (Sodium carbonate), CN(S(=O)(=O)C1=CC=C(C=C1)B1OC(C(O1)(C)C)(C)C)C (N,N-dimethyl-4-(4,4,5,5-tetramethyl-1,3,2-dioxaborolan-2-yl)benzenesulfonamide), BrC=1C=NC(=NC1)N (5-bromopyrimidin-2-amine), ClC(C=O)C1(CC1)C=1C=C2C=CC=NC2=CC1 (Chloro(1-quinolin-6-ylcyclopropyl)acetaldehyde). The reagents and catalysts are C=1C=CC(=CC1)[P](C=2C=CC=CC2)(C=3C=CC=CC3)[Pd]([P](C=4C=CC=CC4)(C=5C=CC=CC5)C=6C=CC=CC6)([P](C=7C=CC=CC7)(C=8C=CC=CC8)C=9C=CC=CC9)[P](C=1C=CC=CC1)(C=1C=CC=CC1)C=1C=CC=CC1 (tetrakis(triphenylphosphine)palladium). The solvent is O (water), CO (methanol), O (water), C(C)O (ethanol), C1(=CC=CC=C1)C (toluene), C(C)(C)O (isopropanol). Run at temperature 120 celsius. Product: CN(S(=O)(=O)C1=CC=C(C=C1)C=1C=NC=2N(C1)C(=CN2)C2(CC2)C=2C=C1C=CC=NC1=CC2)C (N,N-Dimethyl-4-[3-(1-quinolin-6-ylcyclopropyl)imidazo[1,2-a]pyrimidin-6-yl]benzenesulfonamide). Reaction SMILES: C(=O)([O-])[O-].[Na+].[Na+].[CH3:7][N:8]([CH3:27])[S:9]([C:12]1[CH:17]=[CH:16][C:15](B2OC(C)(C)C(C)(C)O2)=[CH:14][CH:13]=1)(=[O:11])=[O:10].Br[C:29]1[CH:30]=[N:31][C:32]([NH2:35])=[N:33][CH:34]=1.Cl[CH:37]([C:40]1([C:43]2[CH:44]=[C:45]3[C:50](=[CH:51][CH:52]=2)[N:49]=[CH:48][CH:47]=[CH:46]3)[CH2:42][CH2:41]1)[CH:38]=O>O.C(O)C.C1(C)C=CC=CC=1.C(O)(C)C.CO.C1C=CC([P]([Pd]([P](C2C=CC=CC=2)(C2C=CC=CC=2)C2C=CC=CC=2)([P](C2C=CC=CC=2)(C2C=CC=CC=2)C2C=CC=CC=2)[P](C2C=CC=CC=2)(C2C=CC=CC=2)C2C=CC=CC=2)(C2C=CC=CC=2)C2C=CC=CC=2)=CC=1>[CH3:27][N:8]([CH3:7])[S:9]([C:12]1[CH:13]=[CH:14][C:15]([C:29]2[CH:30]=[N:31][C:32]3[N:33]([C:37]([C:40]4([C:43]5[CH:44]=[C:45]6[C:50](=[CH:51][CH:52]=5)[N:49]=[CH:48][CH:47]=[CH:46]6)[CH2:42][CH2:41]4)=[CH:38][N:35]=3)[CH:34]=2)=[CH:16][CH:17]=1)(=[O:10])=[O:11] |f:0.1.2,^1:73,75,94,113|. Reported procedure: Sodium carbonate (79.5 mg) in water (0.5 mL) was added to a mixture of N,N-dimethyl-4-(4,4,5,5-tetramethyl-1,3,2-dioxaborolan-2-yl)benzenesulfonamide (93.4 mg, 0.3 mmol), 5-bromopyrimidin-2-amine (43.5 mg, 0.25 mmol) and tetrakis(triphenylphosphine)palladium (8.7 mg, 0.0075 mmol) in ethanol (1.0 mL) and toluene (1.0 mL). The resulting mixture was heated at 120° C. for 2 h. The mixture was diluted with water, filtered, and washed with water. The solid was collected and dried. Chloro(1-quinolin-6-... Reactants: CC(C)(C)O, CC=C(C)C, CC(=O)OCC=C(C)CCC=C(C)C=O, CCOC(C)=O, [O-][Cl+][O-], Cl, [Na+], [Na+], O, O=P([O-])(O)O. Product: CC(=O)OCC=C(C)CCC=C(C)C(=O)O. RXN SMILES: [C:32]([OH:33])([CH3:34])([CH3:35])[CH3:36].[CH3:16][C:17](=[CH:18][CH3:19])[CH3:20].[CH3:1][C:2](=[CH:3][CH2:4][O:5][C:6]([CH3:7])=[O:8])[CH2:9][CH2:10][CH:11]=[C:12]([CH:13]=[O:14])[CH3:15].[CH3:38][CH2:39][O:40][C:41](=[O:42])[CH3:43].[Cl+:27]([O-:28])[O-:29].[ClH:31].[Na+:26].[Na+:30].[OH2:37].[P:21](=[O:22])([O-:23])([OH:24])[OH:25]>>[CH3:1][C:2](=[CH:3][CH2:4][O:5][C:6]([CH3:7])=[O:8])[CH2:9][CH2:10][CH:11]=[C:12]([C:13](=[O:14])[OH:22])[CH3:15]. Starting materials: CCOC(=O)C(C)c1cc(=O)n(Cc2ccc(C)cc2)c2ccc(C)cc12, CCO, [K+], [OH-], O. Yields the product Cc1ccc(Cn2c(=O)cc(C(C)C(=O)O)c3cc(C)ccc32)cc1. As a reaction SMILES: [CH3:1][c:2]1[cH:3][cH:4][c:5]([CH2:6][n:7]2[c:8](=[O:25])[cH:9][c:10]([CH:18]([C:19](=[O:20])[O:21][CH2:22][CH3:23])[CH3:24])[c:11]3[cH:12][c:13]([CH3:17])[cH:14][cH:15][c:16]23)[cH:26][cH:27]1.[CH3:31][CH2:32][OH:33].[K+:29].[OH-:28].[OH2:30]>>[CH3:1][c:2]1[cH:3][cH:4][c:5]([CH2:6][n:7]2[c:8](=[O:25])[cH:9][c:10]([CH:18]([C:19](=[O:20])[OH:21])[CH3:24])[c:11]3[cH:12][c:13]([CH3:17])[cH:14][cH:15][c:16]23)[cH:26][cH:27]1. The product is COc1ccccc1C(=O)N1CCC(CCN2CCC(C(N)=O)(c3ccccc3)CC2)(c2ccc(Cl)c(Cl)c2)C1. Reactants: O=C([O-])O, C1CCOC1, COc1ccccc1C(=O)N1CCC(CCCS(=O)(=O)[O-])(c2ccc(Cl)c(Cl)c2)C1, Cl, [Na+], O, NC(=O)C1(c2ccccc2)CCNCC1. Reaction SMILES: [C:48](=[O:49])([OH:50])[O-:51].[CH2:53]1[O:54][CH2:55][CH2:56][CH2:57]1.[Cl:1][c:2]1[cH:3][c:4]([C:9]2([CH2:24][CH2:25][CH2:26][S:27]([O-:28])(=[O:29])=[O:30])[CH2:10][N:11]([C:14]([c:15]3[c:16]([O:21][CH3:22])[cH:17][cH:18][cH:19][cH:20]3)=[O:23])[CH2:12][CH2:13]2)[cH:5][cH:6][c:7]1[Cl:8].[ClH:31].[Na+:52].[OH2:47].[c:32]1([C:38]2([C:44](=[O:45])[NH2:46])[CH2:39][CH2:40][NH:41][CH2:42][CH2:43]2)[cH:33][cH:34][cH:35][cH:36][cH:37]1>>[Cl:1][c:2]1[cH:3][c:4]([C:9]2([CH2:24][CH2:25][N:41]3[CH2:40][CH2:39][C:38]([c:32]4[cH:33][cH:34][cH:35][cH:36][cH:37]4)([C:44](=[O:45])[NH2:46])[CH2:43][CH2:42]3)[CH2:10][N:11]([C:14]([c:15]3[c:16]([O:21][CH3:22])[cH:17][cH:18][cH:19][cH:20]3)=[O:23])[CH2:12][CH2:13]2)[cH:5][cH:6][c:7]1[Cl:8]. As a reaction SMILES: [Cl:1][C:2]1[N:7]=[C:6]([CH3:8])[C:5](F)=[CH:4][N:3]=1.[Cl:10]C1N=C(Cl)C(F)=CN=1>>[Cl:1][C:2]1[N:7]=[C:6]([CH3:8])[C:5]([Cl:10])=[CH:4][N:3]=1. Procedure: The title compound was prepared in a manner analogous to Intermediate 55, substituting 2,4,5-trichloropyrimidine for 2,4-dichloro-5-fluoropyrimidine. 1H NMR (500 MHz, CDCl3): 8.47 (s, 1H), 2.61 (s, 3H). The reactants are ClC1=NC=C(C(=N1)C)F (2-Chloro-5-fluoro-4-methylpyrimidine), ClC1=NC=C(C(=N1)Cl)F (2,4-dichloro-5-fluoropyrimidine). Yields the product ClC1=NC=C(C(=N1)C)Cl (2,5-Dichloro-4-methylpyrimidine).